This data is from the Open Reaction Database (ORD), a public repository of structured organic reaction records. The task is: describe an organic reaction: reactants, conditions, products, and yield Reactants: C(C)OCCOC1=CC(=C(C(=C1)C)C1=CC(=CC=C1)COC1=CC=C(C=C1)C1C(C1)C(=O)OC)C (methyl 2-(4-{[4′-(2-ethoxyethoxy)-2′,6′-dimethylbiphenyl-3-yl]methoxy}phenyl)cyclopropanecarboxylate), [OH-].[Na+] (sodium hydroxide), Cl (hydrochloric acid), O (Water). Solvent: CO (methanol), O1CCCC1 (tetrahydrofuran). Conditions: temperature 50 celsius, time 2 hour. Product: C(C)OCCOC1=CC(=C(C(=C1)C)C1=CC(=CC=C1)COC1=CC=C(C=C1)C1C(C1)C(=O)O)C (2-(4-{[4′-(2-ethoxyethoxy)-2′,6′-dimethylbiphenyl-3-yl]methoxy}phenyl)cyclopropanecarboxylic acid). Isolated yield 100.0%. As a reaction SMILES: [CH2:1]([O:3][CH2:4][CH2:5][O:6][C:7]1[CH:12]=[C:11]([CH3:13])[C:10]([C:14]2[CH:19]=[CH:18][CH:17]=[C:16]([CH2:20][O:21][C:22]3[CH:27]=[CH:26][C:25]([CH:28]4[CH2:30][CH:29]4[C:31]([O:33]C)=[O:32])=[CH:24][CH:23]=3)[CH:15]=2)=[C:9]([CH3:35])[CH:8]=1)[CH3:2].[OH-].[Na+].O.Cl>CO.O1CCCC1>[CH2:1]([O:3][CH2:4][CH2:5][O:6][C:7]1[CH:8]=[C:9]([CH3:35])[C:10]([C:14]2[CH:19]=[CH:18][CH:17]=[C:16]([CH2:20][O:21][C:22]3[CH:27]=[CH:26][C:25]([CH:28]4[CH2:30][CH:29]4[C:31]([OH:33])=[O:32])=[CH:24][CH:23]=3)[CH:15]=2)=[C:11]([CH3:13])[CH:12]=1)[CH3:2] |f:1.2|. Procedure: To a mixed solution of methyl 2-(4-{[4′-(2-ethoxyethoxy)-2′,6′-dimethylbiphenyl-3-yl]methoxy}phenyl)cyclopropanecarboxylate (1.33 g, 2.80 mmol) in methanol (6 mL) and tetrahydrofuran (12 mL) was added 2 M aqueous sodium hydroxide solution (3 and the mixture was stirred at 50° C. for 2 hr. Water was added to the reaction mixture, and the mixture was acidified with 1 M hydrochloric acid and extracted with ethyl acetate. The extract was washed with saturated brine, dried over anhydrous magnesium su... Reactants: C(C)C=1C=C(C(=NC1C)OC)NC(OC1=CC=CC=C1)=O (Phenyl N-(5-ethyl-6-methyl-2-methoxypyridin-3-yl)carbamate), CSC1=C(C=CC=C1)N1CCNCC1 (1-(2-methylthiophenyl)piperazine). Yields the product C(C)C=1C=C(C(=NC1C)OC)NC(=O)N1CCN(CC1)C1=C(C=CC=C1)SC (1-[(5-Ethyl-6-methyl-2-methoxypyridin-3-yl)aminocarbonyl]-4-(2-methylthiophenyl)piperazine). Yield: 56.0%. RXN SMILES: [CH2:1]([C:3]1[CH:4]=[C:5]([NH:12][C:13](=[O:21])OC2C=CC=CC=2)[C:6]([O:10][CH3:11])=[N:7][C:8]=1[CH3:9])[CH3:2].[CH3:22][S:23][C:24]1[CH:29]=[CH:28][CH:27]=[CH:26][C:25]=1[N:30]1[CH2:35][CH2:34][NH:33][CH2:32][CH2:31]1>>[CH2:1]([C:3]1[CH:4]=[C:5]([NH:12][C:13]([N:33]2[CH2:32][CH2:31][N:30]([C:25]3[CH:26]=[CH:27][CH:28]=[CH:29][C:24]=3[S:23][CH3:22])[CH2:35][CH2:34]2)=[O:21])[C:6]([O:10][CH3:11])=[N:7][C:8]=1[CH3:9])[CH3:2]. Procedure: Phenyl N-(5-ethyl-6-methyl-2-methoxypyridin-3-yl)carbamate and 1-(2-methylthiophenyl)piperazine were reacted by the same way with the example 1 to obtain the titled compound. Reactants: OCC1=CN=NN1C=1C=C(C=CC1)C1=NC2=C(NC(C1)=O)C=C(C(=C2)OC)C(F)(F)F (4-[3-(5-hydroxymethyl-[1,2,3]triazol-1-yl)-phenyl]-7-methoxy-8-trifluoromethyl-1,3-dihydro-benzo[b][1,4]diazepin-2-one), O=S(Cl)Cl (SOCl2), [Na+].[I-] (NaI), N1CCCC1 (pyrrolidine), [Cl-] (chloride). The solvent is CCOC(=O)C (EtOAc), C(Cl)Cl (CH2Cl2). The product is COC1=CC2=C(NC(CC(=N2)C2=CC(=CC=C2)N2N=NC=C2CN2CCCC2)=O)C=C1C(F)(F)F (7-Methoxy-4-[3-(5-pyrrolidin-1-ylmethyl-[1,2,3]triazol-1-yl)-phenyl]-8-trifluorometyl-1,3-dihydro-benzo[b][1,4]diazepin-2-one), solid. RXN SMILES: O[CH2:2][C:3]1[N:7]([C:8]2[CH:9]=[C:10]([C:14]3[CH2:20][C:19](=[O:21])[NH:18][C:17]4[CH:22]=[C:23]([C:28]([F:31])([F:30])[F:29])[C:24]([O:26][CH3:27])=[CH:25][C:16]=4[N:15]=3)[CH:11]=[CH:12][CH:13]=2)[N:6]=[N:5][CH:4]=1.O=S(Cl)Cl.[Na+].[I-].[NH:38]1[CH2:42][CH2:41][CH2:40][CH2:39]1.[Cl-]>C(Cl)Cl.CCOC(C)=O>[CH3:27][O:26][C:24]1[C:23]([C:28]([F:30])([F:31])[F:29])=[CH:22][C:17]2[NH:18][C:19](=[O:21])[CH2:20][C:14]([C:10]3[CH:11]=[CH:12][CH:13]=[C:8]([N:7]4[C:3]([CH2:2][N:38]5[CH2:42][CH2:41][CH2:40][CH2:39]5)=[CH:4][N:5]=[N:6]4)[CH:9]=3)=[N:15][C:16]=2[CH:25]=1 |f:2.3|. Procedure details: The title compound was prepared from 4-[3-(5-hydroxymethyl-[1,2,3]triazol-1-yl)-phenyl]-7-methoxy-8-trifluoromethyl-1,3-dihydro-benzo[b][1,4]diazepin-2-one (Example 46) (86 mg, 0.2 mmol) by treatment with SOCl2 (0.044 mL, 0.6 mmol) in CH2Cl2 (2 mL) from 23° C. to reflux for 15 min, followed by evaporation to dryness. The crude chloride was dissolved in DMF (2 mL) and stirred with cat. amount of NaI and pyrrolidine (0.17 mL, 2.0 mmol) at 23° C. until tlc indicated complete conversion of the chlor...